Dataset: the Open Reaction Database (ORD), a public repository of structured organic reaction records. Task: describe an organic reaction: reactants, conditions, products, and yield Reactants: C(C)NC(NC1=NC=C(C(=O)NC2=CC=C(C=C2)CCC(=O)N(C)OC)C(=C1)NC1=CC=CC=C1)=O (6-(3-Ethylureido)-N-(4-(3-(methoxy(methyl)amino)-3-oxopropyl)phenyl)-4-(phenylamino)nicotinamide), C[Mg]Cl (Methylmagnesium chloride). Run in C1CCOC1 (THF), C1CCOC1 (THF). Conditions: temperature 0 celsius. Yields the product C(C)NC(NC1=NC=C(C(=O)NC2=CC=C(C=C2)CCC(C)=O)C(=C1)NC1=CC=CC=C1)=O (6-(3-Ethylureido)-N-(4-(3-oxobutyl)phenyl)-4-(phenylamino)nicotinamide). Yield: 56.1%. Reaction SMILES: [CH3:1][Mg]Cl.[CH2:4]([NH:6][C:7](=[O:39])[NH:8][C:9]1[CH:31]=[C:30]([NH:32][C:33]2[CH:38]=[CH:37][CH:36]=[CH:35][CH:34]=2)[C:12]([C:13]([NH:15][C:16]2[CH:21]=[CH:20][C:19]([CH2:22][CH2:23][C:24](N(OC)C)=[O:25])=[CH:18][CH:17]=2)=[O:14])=[CH:11][N:10]=1)[CH3:5]>C1COCC1>[CH2:4]([NH:6][C:7](=[O:39])[NH:8][C:9]1[CH:31]=[C:30]([NH:32][C:33]2[CH:34]=[CH:35][CH:36]=[CH:37][CH:38]=2)[C:12]([C:13]([NH:15][C:16]2[CH:17]=[CH:18][C:19]([CH2:22][CH2:23][C:24](=[O:25])[CH3:1])=[CH:20][CH:21]=2)=[O:14])=[CH:11][N:10]=1)[CH3:5]. Reported procedure: Methylmagnesium chloride (100 μmol, 0.3 mmol) was added to THF (1 mL) and cooled to 0° C. Compound 123 (8 mg, 0.016 mmol) was dissolved in THF (1 mL) and this solution added dropwise to the Grignard at 0° C. The mixture was allowed to warm slowly to RT over 1 h then quenched with NH4Cl and diluted with water and EtOAc. The mixture was extracted into EtOAc and the organics combined and dried with brine then Na2SO4 then evaporated to dryness. The residue was applied to a silica column in DCM (1 mL... The reactants are C(C1=CC=CC=C1)N1CC2CSCC(C1)C2 (7-Benzyl-3-thia-7-azabicyclo[3.3.1]nonane). The reagents and catalysts are [Pd] (Pd/C). Run in CO (CH3OH), C(Cl)Cl (CH2Cl2). Product: C12CSCC(CNC1)C2 (3-Thia-7-azabicyclo[3.3.1]nonane). The yield is 57.9%. As a reaction SMILES: C([N:8]1[CH2:15][CH:14]2[CH2:16][CH:10]([CH2:11][S:12][CH2:13]2)[CH2:9]1)C1C=CC=CC=1>CO.C(Cl)Cl.[Pd]>[CH:10]12[CH2:16][CH:14]([CH2:15][NH:8][CH2:9]1)[CH2:13][S:12][CH2:11]2. Procedure: A 50-mL, three-necked, round-bottomed flask was equipped with a magnetic stirrer, a heating mantle, a standard condenser with a N2 inlet and two glass stoppers. In one portion, anhydrous HCO2NH4 (1.11 g, 17.1 mmol) was added under N2 to a mixture of the amine (27, 0.90 g, 3.86 mmol) and 10% Pd/C (0.90 g) in anhydrous CH3OH (25 mL). With stirring, the mixture was brought to reflux for 30 min, filtered through a Celite pad on a fritted funnel (which was washed thoroughly with CH2Cl2), and then con... The solvent is O1CCCC1 (tetrahydrofuran). Procedure: N-Methylmorpholine (0.028 ml.) and isobutyl chloroformate (0.038 ml.) were successively added to a stirred solution of 11-(3-benzyloxy-17β-hydroxyoestra-1,3,5(10)-trien-7α-yl)undec-10-enoic acid (0.109 g.) in tetrahydrofuran (3 ml.) which was cooled to -10° C. The mixture was stirred at -10° C. for 30 minutes, N-methylisobutylamine (0.05 ml.) was added and the mixture was stirred at laboratory temperature for 2 hours. Saturated aqueous sodium bicarbonate solution (5 ml.) was added and the mixtur... Run at temperature -10 celsius, time 30 minute. Reaction SMILES: CN1CCOCC1.ClC(OCC(C)C)=O.[CH2:16]([O:23][C:24]1[CH:41]=[CH:40][C:39]2[C@@H:38]3[C@H:29]([C@H:30]4[C@@:34]([CH2:36][CH2:37]3)([CH3:35])[C@@H:33]([OH:42])[CH2:32][CH2:31]4)[C@H:28]([CH:43]=[CH:44][CH2:45][CH2:46][CH2:47][CH2:48][CH2:49][CH2:50][CH2:51][CH2:52][C:53](O)=[O:54])[CH2:27][C:26]=2[CH:25]=1)[C:17]1[CH:22]=[CH:21][CH:20]=[CH:19][CH:18]=1.[CH3:56][NH:57][CH2:58][CH:59]([CH3:61])[CH3:60].C(=O)(O)[O-].[Na+]>O1CCCC1>[CH2:58]([N:57]([CH3:56])[C:53](=[O:54])[CH2:52][CH2:51][CH2:50][CH2:49][CH2:48][CH2:47][CH2:46][CH2:45][CH:44]=[CH:43][C@@H:28]1[CH2:27][C:26]2[CH:25]=[C:24]([O:23][CH2:16][C:17]3[CH:18]=[CH:19][CH:20]=[CH:21][CH:22]=3)[CH:41]=[CH:40][C:39]=2[C@@H:38]2[C@@H:29]1[C@H:30]1[C@@:34]([CH2:36][CH2:37]2)([CH3:35])[C@@H:33]([OH:42])[CH2:32][CH2:31]1)[CH:59]([CH3:61])[CH3:60] |f:4.5|. The product is C(C(C)C)N(C(CCCCCCCCC=C[C@H]1[C@H]2[C@@H]3CC[C@@H]([C@@]3(C)CC[C@@H]2C=2C=CC(=CC2C1)OCC1=CC=CC=C1)O)=O)C (N-isobutyl-N-methyl-11-(3-benzyloxy-17β-hydroxyoestra-1,3,5(10)-trien-7αyl)undec-10-enamide). Reactants: CNCC(C)C (N-methylisobutylamine), CN1CCOCC1 (N-Methylmorpholine), ClC(=O)OCC(C)C (isobutyl chloroformate), C(C1=CC=CC=C1)OC1=CC=2C[C@H]([C@H]3[C@@H]4CC[C@@H]([C@@]4(C)CC[C@@H]3C2C=C1)O)C=CCCCCCCCCC(=O)O (11-(3-benzyloxy-17β-hydroxyoestra-1,3,5(10)-trien-7α-yl)undec-10-enoic acid), C([O-])(O)=O.[Na+] (sodium bicarbonate). Starting materials: COC(=O)C1=C(OC=C1)COC1=C(C=CC=C1)C1SC(=NN1C(C1=C(C=C(C=C1F)F)F)=O)C1=CC=C(C=C1)F (2-{2-[5(4-fluoro-phenyl)-3-(2,4,6-trifluoro-benzoyl)-2,3-dihydro-[1,3,4]thiadiazol-2-yl]-phenoxymethyl}-furan-3-carboxylic acid methyl ester), [Li+].[OH-] (LiOH), Cl (HCl). The solvent is C1CCOC1.CO.O (THF MeOH H2O). Reaction conditions: time 12 hour. Yields the product FC1=CC=C(C=C1)C1=NN(C(S1)C1=C(OCC=2OC=CC2C(=O)O)C=CC=C1)C(C1=C(C=C(C=C1F)F)F)=O (2-{2-[5(4-fluoro-phenyl)-3-(2,4,6-trifluoro-benzoyl)-2,3-dihydro-[1,3,4]thiadiazol-2-yl]-phenoxymethyl}-furan-3-carboxylic acid). Reaction SMILES: C[O:2][C:3]([C:5]1[CH:9]=[CH:8][O:7][C:6]=1[CH2:10][O:11][C:12]1[CH:17]=[CH:16][CH:15]=[CH:14][C:13]=1[CH:18]1[N:22]([C:23](=[O:33])[C:24]2[C:29]([F:30])=[CH:28][C:27]([F:31])=[CH:26][C:25]=2[F:32])[N:21]=[C:20]([C:34]2[CH:39]=[CH:38][C:37]([F:40])=[CH:36][CH:35]=2)[S:19]1)=[O:4].[Li+].[OH-].Cl>C1COCC1.CO.O>[F:40][C:37]1[CH:36]=[CH:35][C:34]([C:20]2[S:19][CH:18]([C:13]3[CH:14]=[CH:15][CH:16]=[CH:17][C:12]=3[O:11][CH2:10][C:6]3[O:7][CH:8]=[CH:9][C:5]=3[C:3]([OH:4])=[O:2])[N:22]([C:23](=[O:33])[C:24]3[C:29]([F:30])=[CH:28][C:27]([F:31])=[CH:26][C:25]=3[F:32])[N:21]=2)=[CH:39][CH:38]=1 |f:1.2,4.5.6|. Procedure: To a solution of 2-{2-[5(4-fluoro-phenyl)-3-(2,4,6-trifluoro-benzoyl)-2,3-dihydro-[1,3,4]thiadiazol-2-yl]-phenoxymethyl}-furan-3-carboxylic acid methyl ester (0.49 mmol) in THF/MeOH/H2O (3:2:1), is added LiOH (3 N) (4.9 mmol). After stirring for 12 hours, the reaction is acidified with HCl (1 N) and extracted with ethyl acetate. The organic layer is dried over MgSO4, filtered, and concentrated. The residue is purified using preparative LC/MS to give 2-{2-[5(4-fluoro-phenyl)-3-(2,4,6-trifluoro-be... Reaction SMILES: [C:27]([CH3:28])([CH3:29])([CH3:30])[O:31][C:32](=[O:33])[N:34]1[CH2:35][CH2:36][C:37](=[CH:40][C:41](=[O:42])[OH:43])[CH2:38][CH2:39]1.[Cl:2][c:3]1[cH:4][cH:5][c:6]([C:7](=[O:8])[N:9]([CH3:10])[CH:11]2[CH:12]([c:17]3[cH:18][c:19]([Cl:24])[c:20]([Cl:23])[cH:21][cH:22]3)[CH2:13][NH:14][CH2:15][CH2:16]2)[cH:25][cH:26]1.[ClH:1]>>[Cl:2][c:3]1[cH:4][cH:5][c:6]([C:7](=[O:8])[N:9]([CH3:10])[CH:11]2[CH:12]([c:17]3[cH:18][c:19]([Cl:24])[c:20]([Cl:23])[cH:21][cH:22]3)[CH2:13][N:14]([C:41]([CH:40]=[C:37]3[CH2:36][CH2:35][N:34]([C:32]([O:31][C:27]([CH3:28])([CH3:29])[CH3:30])=[O:33])[CH2:39][CH2:38]3)=[O:42])[CH2:15][CH2:16]2)[cH:25][cH:26]1. Yields the product CN(C(=O)c1ccc(Cl)cc1)C1CCN(C(=O)C=C2CCN(C(=O)OC(C)(C)C)CC2)CC1c1ccc(Cl)c(Cl)c1. The reactants are CC(C)(C)OC(=O)N1CCC(=CC(=O)O)CC1, CN(C(=O)c1ccc(Cl)cc1)C1CCNCC1c1ccc(Cl)c(Cl)c1, Cl. The reactants are Cl.C(CC)NC(=O)NC=1C=C(C=CC1)C1=CC(=CC=C1)OC[C@H](N)C(=O)OC (Methyl O-(3′-{[(propylamino)carbonyl]amino}-1,1′-biphenyl-3-yl)-L-serinate hydrochloride), C(C)(=O)OCC (ethyl acetate), C(C)(C)N(C(C)C)CC (N,N diisopropylethylamine), [NH4+].[Cl-] (NH4Cl). The solvent is C1CCOC1 (THF). Conditions: temperature 0 celsius, time 1 hour. Product: C(C)OC(=O)N[C@@H](COC=1C=C(C=CC1)C1=CC(=CC=C1)NC(=O)NCCC)C(=O)OC (Methyl N-(ethoxycarbonyl)-O-(3′-{[(propylamino)carbonyl]amino}-1,1′-biphenyl-3-yl)-L-serinate). Reaction SMILES: Cl.[CH2:2]([NH:5][C:6]([NH:8][C:9]1[CH:10]=[C:11]([C:15]2[CH:20]=[CH:19][CH:18]=[C:17]([O:21][CH2:22][C@@H:23]([C:25]([O:27][CH3:28])=[O:26])[NH2:24])[CH:16]=2)[CH:12]=[CH:13][CH:14]=1)=[O:7])[CH2:3][CH3:4].C(N(CC)C(C)C)(C)C.[NH4+].[Cl-].[C:40]([O:43][CH2:44][CH3:45])(=[O:42])C>C1COCC1>[CH2:44]([O:43][C:40]([NH:24][C@H:23]([C:25]([O:27][CH3:28])=[O:26])[CH2:22][O:21][C:17]1[CH:16]=[C:15]([C:11]2[CH:12]=[CH:13][CH:14]=[C:9]([NH:8][C:6]([NH:5][CH2:2][CH2:3][CH3:4])=[O:7])[CH:10]=2)[CH:20]=[CH:19][CH:18]=1)=[O:42])[CH3:45] |f:0.1,3.4|. Reported procedure: The compound of Example 6 (256.0 mg, 0.63 mmol, 1 equiv) was suspended in THF (3 mL) and cooled to 0° C. Ethyl chloroformiate (88.5 mg, 0.82 mmol, 1.3 equiv) was added dropwise followed by N,N diisopropylethylamine (234.3 mg, 1.88 mmol, 3 equiv). The reaction mixture was allowed to warm to room temperature and stirred for one hour. It was worked up by addition of sat. aqueous NH4Cl soln. and ethyl acetate. The phases were separated and the organic layer was dried over NaSO4. After filtration and... Reactants: O=C1CCC(=O)N1Br, O=C(OOC(=O)c1ccccc1)c1ccccc1, ClC(Cl)(Cl)Cl, CCOC(=O)c1ncc2nc(-c3ccccc3)sc2c1O. The product is CCOC(=O)c1nc(Br)c2nc(-c3ccccc3)sc2c1O. Reaction SMILES: [Br:22][N:23]1[C:24](=[O:25])[CH2:26][CH2:27][C:28]1=[O:29].[C:30]([O:31][O:32][C:33](=[O:34])[c:35]1[cH:36][cH:37][cH:38][cH:39][cH:40]1)(=[O:41])[c:42]1[cH:43][cH:44][cH:45][cH:46][cH:47]1.[C:48]([Cl:49])([Cl:50])([Cl:51])[Cl:52].[CH2:1]([CH3:2])[O:3][C:4](=[O:5])[c:6]1[c:7]([OH:21])[c:8]2[c:9]([cH:10][n:11]1)[n:12][c:13](-[c:15]1[cH:16][cH:17][cH:18][cH:19][cH:20]1)[s:14]2>>[CH2:1]([CH3:2])[O:3][C:4](=[O:5])[c:6]1[c:7]([OH:21])[c:8]2[c:9]([c:10]([Br:22])[n:11]1)[n:12][c:13](-[c:15]1[cH:16][cH:17][cH:18][cH:19][cH:20]1)[s:14]2. Reactants: BrC=1C(=CC2=C(C=3N(C4CC2C4)C(=C(N3)C(=O)N)C(C3=CC=NN3C3OCCCC3)O)C1)F (10-bromo-9-fluoro-3-(hydroxy(1-(tetrahydro-2H-pyran-2-yl)-1H-pyrazol-5-yl)methyl)-6,7-dihydro-5H-5,7-methanobenzo[c]imidazo[1,2-a]azepine-2-carboxamide), C(#C)C1(CCCC1)O (1-ethynylcyclopentanol), C(C)(C)NC(C)C (diisopropylamine). Reported procedure: 9-fluoro-3-(hydroxy(1-(tetrahydro-2H-pyran-2-yl)-1H-pyrazol-5-yl)methyl)-104(1-hydroxycyclopentyl)ethynyl)-6,7-dihydro-5H-5,7-methanobenzo[c]imidazo[1,2-a]azepine-2-carboxamide was prepared similarly according to General Procedure E with slight modification. 10-bromo-9-fluoro-3-(hydroxy(1-(tetrahydro-2H-pyran-2-yl)-1H-pyrazol-5-yl)methyl)-6,7-dihydro-5H-5,7-methanobenzo[c]imidazo[1,2-a]azepine-2-carboxamide was reacted with 1-ethynylcyclopentanol in a solution of DMF (1.3 mL/mmol) and diisopropy... Run in CN(C)C=O (DMF). The product is N=1C(=CN2C1C1=C(C3CC2C3)C=CC=C1)C(=O)N (6,7-dihydro-5H-5,7-methanobenzo[c]imidazo[1,2-a]azepine-2-carboxamide), FC1=CC2=C(C=3N(C4CC2C4)C(=C(N3)C(=O)N)C(C3=CC=NN3C3OCCCC3)O)C=C1C#CC1(CCCC1)O (9-fluoro-3-(hydroxy(1-(tetrahydro-2H-pyran-2-yl)-1H-pyrazol-5-yl)methyl)-10-((1-hydroxycyclopentyl)ethynyl)-6,7-dihydro-5H-5,7-methanobenzo[c]imidazo[1,2-a]azepine-2-carboxamide). RXN SMILES: Br[C:2]1[C:3]([F:33])=[CH:4][C:5]2[CH:11]3[CH2:12][CH:9]([CH2:10]3)[N:8]3[C:13]([CH:19]([OH:31])[C:20]4[N:24]([CH:25]5[CH2:30][CH2:29][CH2:28][CH2:27][O:26]5)[N:23]=[CH:22][CH:21]=4)=[C:14]([C:16]([NH2:18])=[O:17])[N:15]=[C:7]3[C:6]=2[CH:32]=1.[C:34]([C:36]1([OH:41])[CH2:40][CH2:39][CH2:38][CH2:37]1)#[CH:35].C(NC(C)C)(C)C>CN(C=O)C>[N:15]1[C:14]([C:16]([NH2:18])=[O:17])=[CH:13][N:8]2[CH:9]3[CH2:12][CH:11]([CH2:10]3)[C:5]3[CH:4]=[CH:3][CH:2]=[CH:32][C:6]=3[C:7]=12.[F:33][C:3]1[C:2]([C:35]#[C:34][C:36]2([OH:41])[CH2:40][CH2:39][CH2:38][CH2:37]2)=[CH:32][C:6]2[C:7]3[N:8]([C:13]([CH:19]([OH:31])[C:20]4[N:24]([CH:25]5[CH2:30][CH2:29][CH2:28][CH2:27][O:26]5)[N:23]=[CH:22][CH:21]=4)=[C:14]([C:16]([NH2:18])=[O:17])[N:15]=3)[CH:9]3[CH2:10][CH:11]([C:5]=2[CH:4]=1)[CH2:12]3.